The task is: describe an organic reaction: reactants, conditions, products, and yield. This data is from the Open Reaction Database (ORD), a public repository of structured organic reaction records. Starting materials: CCOCC, O=[N+]([O-])c1c(Cl)cc(C(F)(F)F)nc1O, NCc1ccccc1, C1CCOC1. Product: O=[N+]([O-])c1c(NCc2ccccc2)cc(C(F)(F)F)nc1O. As a reaction SMILES: [CH3:29][CH2:30][O:31][CH2:32][CH3:33].[Cl:1][c:2]1[c:3]([N+:13](=[O:14])[O-:15])[c:4]([OH:12])[n:5][c:6]([C:8]([F:9])([F:10])[F:11])[cH:7]1.[NH2:16][CH2:17][c:18]1[cH:19][cH:20][cH:21][cH:22][cH:23]1.[O:24]1[CH2:25][CH2:26][CH2:27][CH2:28]1>>[c:2]1([NH:16][CH2:17][c:18]2[cH:19][cH:20][cH:21][cH:22][cH:23]2)[c:3]([N+:13](=[O:14])[O-:15])[c:4]([OH:12])[n:5][c:6]([C:8]([F:9])([F:10])[F:11])[cH:7]1. Starting materials: Cl[Cu]Cl, Cl, CC(C)CCON=O, N#Cc1c(N)nc2c(c1-c1ccccc1)CCC2, C1CCOC1. Yields the product N#Cc1c(Cl)nc2c(c1-c1ccccc1)CCC2. Reaction SMILES: [Cl:33][Cu:34][Cl:35].[ClH:27].[N:19]([O:20][CH2:21][CH2:22][CH:23]([CH3:24])[CH3:25])=[O:26].[NH2:1][c:2]1[c:3]([C:17]#[N:18])[c:4](-[c:11]2[cH:12][cH:13][cH:14][cH:15][cH:16]2)[c:5]2[c:6]([n:7]1)[CH2:8][CH2:9][CH2:10]2.[O:28]1[CH2:29][CH2:30][CH2:31][CH2:32]1>>[c:2]1([Cl:27])[c:3]([C:17]#[N:18])[c:4](-[c:11]2[cH:12][cH:13][cH:14][cH:15][cH:16]2)[c:5]2[c:6]([n:7]1)[CH2:8][CH2:9][CH2:10]2.